Task: describe an organic reaction: reactants, conditions, products, and yield. Dataset: the Open Reaction Database (ORD), a public repository of structured organic reaction records Starting materials: Cl.CN(CCCN=C=NCC)C (1-(3-dimethylaminopropyl)-3-ethylcarbodiimide hydrochloride), acid, C(C#CC)(=O)O (2-butynoic acid), Cl.CN(CCCN=C=NCC)C (1-(3-dimethylaminopropyl)-3-ethylcarbodiimide hydrochloride), Cl.CN(CCCN=C=NCC)C (1-(3-dimethylaminopropyl)-3-ethylcarbodiimide hydrochloride), C(C#CC)(=O)O (2-butynic acid), NC=1C=C2C(=NC=NC2=CC1)NC1=CC(=CC=C1)Br (6-amino-4-[(3-bromophenyl)amino]quinazoline). Solvent: CN(C)C=O (DMF). Reaction conditions: temperature 25 celsius, time 8 hour. Yields the product BrC=1C=C(C=CC1)NC1=NC=NC2=CC=C(C=C12)NC(C#CC)=O (N-[4-[(3-Bromophenyl)amino]quinazolin-6-yl]but-2-ynamide), solid. The yield is 4.7%. Reaction SMILES: [C:1]([OH:6])(=O)[C:2]#[C:3][CH3:4].Cl.CN(C)CCCN=C=NCC.[NH2:19][C:20]1[CH:21]=[C:22]2[C:27](=[CH:28][CH:29]=1)[N:26]=[CH:25][N:24]=[C:23]2[NH:30][C:31]1[CH:36]=[CH:35][CH:34]=[C:33]([Br:37])[CH:32]=1>CN(C=O)C>[Br:37][C:33]1[CH:32]=[C:31]([NH:30][C:23]2[C:22]3[C:27](=[CH:28][CH:29]=[C:20]([NH:19][C:1](=[O:6])[C:2]#[C:3][CH3:4])[CH:21]=3)[N:26]=[CH:25][N:24]=2)[CH:36]=[CH:35][CH:34]=1 |f:1.2|. Reported procedure: To a solution of 2-butynoic acid (196 mg, 2.3 mmol) and 1-(3-dimethylaminopropyl)-3-ethylcarbodiimide hydrochloride (385 mg, 2.0 mmol) in DMF (5 mL) stirring at 25° C. for 20 minutes was added 6-amino-4-[(3-bromophenyl)amino]quinazoline (316 mg, 1.0 mmol). The resulting solution was stirred under N2 at 25° C. for 14 hours further 1-(3-dimethylaminopropyl)-3-ethylcarbodiimide hydrochloride (206 mg, 1.0 mmol) and 2-butynic acid (82 mg, 1.0 mmol) were. After another 8 hours further, 1-(3-dimethylam... Reactants: [N+](=O)([O-])C=1C=NC=CC1C1=CC(CCC1)=O (3-(3-nitropyridin-4-yl)cyclohex-2-en-1-one), [Cl-].[Cl-].[Cl-].[Ce+3] (cerium trichloride), [BH4-].[Na+] (sodium tetrahydroborate). Run in CCO (EtOH). Run at temperature 0 celsius, time 2 hour. Product: [N+](=O)([O-])C=1C=NC=CC1C1=CC(CCC1)O (3-(3-Nitropyridin-4-yl)cyclohex-2-en-1-ol). The yield is 55.3%. As a reaction SMILES: [N+:1]([C:4]1[CH:5]=[N:6][CH:7]=[CH:8][C:9]=1[C:10]1[CH2:15][CH2:14][CH2:13][C:12](=[O:16])[CH:11]=1)([O-:3])=[O:2].[Cl-].[Cl-].[Cl-].[Ce+3].[BH4-].[Na+]>CCO>[N+:1]([C:4]1[CH:5]=[N:6][CH:7]=[CH:8][C:9]=1[C:10]1[CH2:15][CH2:14][CH2:13][CH:12]([OH:16])[CH:11]=1)([O-:3])=[O:2] |f:1.2.3.4,5.6|. Procedure details: To a solution of 3-(3-nitropyridin-4-yl)cyclohex-2-en-1-one (1.9 g, 8.7 mmol) and cerium trichloride (4.2 g, 11 mmol) in EtOH (30 mL) at 0° C., sodium tetrahydroborate (0.43 g, 11 mmol) was slowly added. The reaction mixture was stirred at 0° C. for 2 h, then quenched with water (40 mL). After vacuum filtration, the residue was diluted with EtOAc. The aqueous layer was extracted three times with EtOAc. The combined organic layers were dried, filtered and concentrated under reduced pressure to gi... The reactants are C(C)(C)(C)C1=NN(C(=C1)NC(=O)NCC1=C(C=CC(=C1)F)OC=1C=C2C=NN(C2=CC1)CCO)C1=CC=C(C=C1)C#N (1-(3-tert-Butyl-1-(4-cyanophenyl)-1H-pyrazol-5-yl)-3-((5-fluoro-2-(1-(2-hydroxyethyl)-1H-indazole-5-yloxy)phenyl)methyl)urea), CC(C)(C)OC (MTBE), Cl (HCl). Run in C(C)OCC (diethyl ether). Yields the product Cl.C(C)(C)(C)C1=NN(C(=C1)NC(=O)NCC1=C(C=CC(=C1)F)OC=1C=C2C=NN(C2=CC1)CCO)C1=CC=C(C=C1)C#N (1-(3-tert-butyl-1-(4-cyanophenyl)-1H-pyrazol-5-yl)-3-((5-fluoro-2-(1-(2-hydroxyethyl)-1H-indazol-5-yloxy)phenyl)methyl)urea hydrochloride). Yield: 83.0%. Reaction SMILES: [C:1]([C:5]1[CH:9]=[C:8]([NH:10][C:11]([NH:13][CH2:14][C:15]2[CH:20]=[C:19]([F:21])[CH:18]=[CH:17][C:16]=2[O:22][C:23]2[CH:24]=[C:25]3[C:29](=[CH:30][CH:31]=2)[N:28]([CH2:32][CH2:33][OH:34])[N:27]=[CH:26]3)=[O:12])[N:7]([C:35]2[CH:40]=[CH:39][C:38]([C:41]#[N:42])=[CH:37][CH:36]=2)[N:6]=1)([CH3:4])([CH3:3])[CH3:2].CC(OC)(C)C.[ClH:49]>C(OCC)C>[ClH:49].[C:1]([C:5]1[CH:9]=[C:8]([NH:10][C:11]([NH:13][CH2:14][C:15]2[CH:20]=[C:19]([F:21])[CH:18]=[CH:17][C:16]=2[O:22][C:23]2[CH:24]=[C:25]3[C:29](=[CH:30][CH:31]=2)[N:28]([CH2:32][CH2:33][OH:34])[N:27]=[CH:26]3)=[O:12])[N:7]([C:35]2[CH:36]=[CH:37][C:38]([C:41]#[N:42])=[CH:39][CH:40]=2)[N:6]=1)([CH3:4])([CH3:2])[CH3:3] |f:4.5|. Procedure details: 1-(3-tert-Butyl-1-(4-cyanophenyl)-1H-pyrazol-5-yl)-3-((5-fluoro-2-(1-(2-hydroxyethyl)-1H-indazole-5-yloxy)phenyl)methyl)urea (0.070 g, 0.12 mmol) was added to MTBE and stirred. Saturated HCl in diethyl ether was added until a precipitate dropped out. The precipitate was collected by filtration and dried to provide 61 mg (83%) of the desired compound.